Dataset: the Open Reaction Database (ORD), a public repository of structured organic reaction records. Task: describe an organic reaction: reactants, conditions, products, and yield Starting materials: C(CCCCCCC)OC1=CC=C(C=C1)B(O)O (4-Octyloxyphenylboronic acid), BrC=1SC(=NN1)Br (2,5-dibromo-1,3,4-thiadiazole). The reagents and catalysts are C([O-])([O-])=O.[Na+].[Na+] (sodium carbonate), C1(=CC=CC=C1)C (toluene), C(C)O (ethanol), O (water), C=1C=CC(=CC1)[P](C=2C=CC=CC2)(C=3C=CC=CC3)[Pd]([P](C=4C=CC=CC4)(C=5C=CC=CC5)C=6C=CC=CC6)([P](C=7C=CC=CC7)(C=8C=CC=CC8)C=9C=CC=CC9)[P](C=1C=CC=CC1)(C=1C=CC=CC1)C=1C=CC=CC1 (tetrakis(triphenylphosphine)palladium(0)). Solvent: C(Cl)Cl (CH2Cl2). Product: BrC=1SC(=NN1)C1=CC=C(C=C1)OCCCCCCCC (2-bromo-5-(4-octyloxyphenyl)-1,3,4-thiadiazole). Yield: 64.3%. RXN SMILES: [CH2:1]([O:9][C:10]1[CH:15]=[CH:14][C:13](B(O)O)=[CH:12][CH:11]=1)[CH2:2][CH2:3][CH2:4][CH2:5][CH2:6][CH2:7][CH3:8].[Br:19][C:20]1[S:21][C:22](Br)=[N:23][N:24]=1>C(=O)([O-])[O-].[Na+].[Na+].C1(C)C=CC=CC=1.C(O)C.O.C1C=CC([P]([Pd]([P](C2C=CC=CC=2)(C2C=CC=CC=2)C2C=CC=CC=2)([P](C2C=CC=CC=2)(C2C=CC=CC=2)C2C=CC=CC=2)[P](C2C=CC=CC=2)(C2C=CC=CC=2)C2C=CC=CC=2)(C2C=CC=CC=2)C2C=CC=CC=2)=CC=1.C(Cl)Cl>[Br:19][C:20]1[S:21][C:22]([C:13]2[CH:14]=[CH:15][C:10]([O:9][CH2:1][CH2:2][CH2:3][CH2:4][CH2:5][CH2:6][CH2:7][CH3:8])=[CH:11][CH:12]=2)=[N:23][N:24]=1 |f:2.3.4,^1:46,48,67,86|. Procedure: 4-Octyloxyphenylboronic acid (5.9 g, 23.6 mmol) and 2,5-dibromo-1,3,4-thiadiazole (5.8 g, 23.6 mmol) are refluxed for 14 hours in a mixture of sodium carbonate (19.56 g), toluene (70 ml), ethanol (35 ml) and water (35 ml) and tetrakis(triphenylphosphine)palladium(0) (10 mol %) as catalyst. Aqueous work-up and column chromatography (SiO2, CH2Cl2) give 5.6 g (65% of theory) of 2-bromo-5-(4-octyloxyphenyl)-1,3,4-thiadiazole. Reactants: COc1ccc(COC(=O)O)cc1, CCO, NN, O=C1OC(=O)c2cc(Nc3ccccc3)c(Nc3ccccc3)cc21. Product: NN1C(=O)c2cc(Nc3ccccc3)c(Nc3ccccc3)cc2C1=O. As a reaction SMILES: [CH3:26][O:27][c:28]1[cH:29][cH:30][c:31]([CH2:32][O:33][C:34](=[O:35])[OH:36])[cH:37][cH:38]1.[CH3:41][CH2:42][OH:43].[NH2:39][NH2:40].[NH:1]([c:2]1[cH:3][cH:4][cH:5][cH:6][cH:7]1)[c:8]1[cH:9][c:10]2[c:11]([cH:17][c:18]1[NH:19][c:20]1[cH:21][cH:22][cH:23][cH:24][cH:25]1)[C:12](=[O:13])[O:14][C:15]2=[O:16]>>[NH:1]([c:2]1[cH:3][cH:4][cH:5][cH:6][cH:7]1)[c:8]1[cH:9][c:10]2[c:11]([cH:17][c:18]1[NH:19][c:20]1[cH:21][cH:22][cH:23][cH:24][cH:25]1)[C:12](=[O:13])[N:40]([NH2:39])[C:15]2=[O:14]. The reactants are ClC1=CC(=CC=C1)C(=O)OO (3-chloroperbenzoic acid), COC1=CC=C(C=C1)C=1N=C(NC1C1=CC=C(C=C1)OC)SC1=CC=C(C=C1)Cl (4,5-bis(4-methoxyphenyl)-2-(4-chlorophenylthio)imidazole). Solvent: ClCCl (dichloromethane), ClCCl (dichloromethane). Conditions: time 3 hour. Product: COC1=CC=C(C=C1)C=1N=C(NC1C1=CC=C(C=C1)OC)S(=O)C1=CC=C(C=C1)Cl (4,5-bis(4-methoxyphenyl)-2-(4-chlorophenylsulfinyl)imidazole). The yield is 88.8%. As a reaction SMILES: ClC1C=CC=C(C(OO)=[O:9])C=1.[CH3:12][O:13][C:14]1[CH:19]=[CH:18][C:17]([C:20]2[N:21]=[C:22]([S:33][C:34]3[CH:39]=[CH:38][C:37]([Cl:40])=[CH:36][CH:35]=3)[NH:23][C:24]=2[C:25]2[CH:30]=[CH:29][C:28]([O:31][CH3:32])=[CH:27][CH:26]=2)=[CH:16][CH:15]=1>ClCCl>[CH3:12][O:13][C:14]1[CH:15]=[CH:16][C:17]([C:20]2[N:21]=[C:22]([S:33]([C:34]3[CH:35]=[CH:36][C:37]([Cl:40])=[CH:38][CH:39]=3)=[O:9])[NH:23][C:24]=2[C:25]2[CH:30]=[CH:29][C:28]([O:31][CH3:32])=[CH:27][CH:26]=2)=[CH:18][CH:19]=1. Procedure details: A solution of 2.164 g of 3-chloroperbenzoic acid (80%) in 150 ml of dichloromethane is added dropwise to a solution of 4.23 g of 4,5-bis(4-methoxyphenyl)-2-(4-chlorophenylthio)imidazole in 100 ml of dichloromethane. The reaction mixture is agitated for 3 hours at room temperature, the solution is washed with sodium bicarbonate solution, dried over sodium sulfate, and concentrated to dryness under vacuum. The residue is chromatographed on 150 g of silica gel with acetone/hexane, thus obtaining 3.... Reactants: CN(C)CCO, O=[N+]([O-])c1ccc(Cl)nc1, [H-], [Na+], C1CCOC1. Product: CN(C)CCOc1ccc([N+](=O)[O-])cn1. Reaction SMILES: [CH3:13][N:14]([CH3:15])[CH2:16][CH2:17][OH:18].[Cl:3][c:4]1[n:5][cH:6][c:7]([N+:10](=[O:11])[O-:12])[cH:8][cH:9]1.[H-:1].[Na+:2].[O:19]1[CH2:20][CH2:21][CH2:22][CH2:23]1>>[c:4]1([O:18][CH2:17][CH2:16][N:14]([CH3:13])[CH3:15])[n:5][cH:6][c:7]([N+:10](=[O:11])[O-:12])[cH:8][cH:9]1. Reactants: ClC(=CC=1OC(=CC1)[N+](=O)[O-])Cl (2-(2,2-dichlorovinyl)-5-nitrofuran), CC(C)([O-])C.[K+] (potassium tert-butoxide). Solvent: C(C)(C)(C)O (tert-butanol), C(C)(C)(C)O (tert-butanol). Conditions: time 1 hour. The product is ClC#CC=1OC(=CC1)[N+](=O)[O-] (2-(2-chloroethynyl)-5-nitrofuran). As a reaction SMILES: [Cl:1][C:2](Cl)=[CH:3][C:4]1[O:5][C:6]([N+:9]([O-:11])=[O:10])=[CH:7][CH:8]=1.CC(C)([O-])C.[K+]>C(O)(C)(C)C>[Cl:1][C:2]#[C:3][C:4]1[O:5][C:6]([N+:9]([O-:11])=[O:10])=[CH:7][CH:8]=1 |f:1.2|. Procedure: To a stirred solution of 20.8 g of 1 in 100 ml of dry tert-butanol was added dropwise at 5°-10° over a 30-minute period a solution of 11.2 g of potassium tert-butoxide in 100 ml of tert-butanol. The mixture then was stirred at 5°-10° for 1 hour longer. Concentration of the mixture under reduced pressure gave a dark residue which was extracted with ether and water. The ether phase was separated, dried over magnesium sulfate and Claisen distilled to give 4 as a liquid, b.p.: 73°-76° at 0.2 torr wh... Reactants: C1(=CC=CC=C1)C=1C=C(C=CC1)O (3-phenylphenol), C(C)(C)(C)Cl (t-butylchloride), C(Cl)Cl (methylene chloride), [Cl-].[Al+3].[Cl-].[Cl-] (aluminum chloride), resultant mixture, ice water, CCCCCC (hexane). Conditions: time 12 hour. Yields the product C(C)(C)(C)C1=C(C=C(C=C1)C1=CC=C(C=C1)C(C)(C)C)O (2-tert-butyl-5-(4'-tert-butylphenyl) phenol). RXN SMILES: [Cl-].[Al+3].[Cl-].[Cl-].[C:5]1([C:11]2[CH:12]=[C:13]([OH:17])[CH:14]=[CH:15][CH:16]=2)[CH:10]=[CH:9][CH:8]=[CH:7][CH:6]=1.[C:18](Cl)([CH3:21])([CH3:20])[CH3:19].CCC[CH2:26][CH2:27][CH3:28].[CH2:29](Cl)Cl>>[C:18]([C:14]1[CH:15]=[CH:16][C:11]([C:5]2[CH:6]=[CH:7][C:8]([C:27]([CH3:26])([CH3:28])[CH3:29])=[CH:9][CH:10]=2)=[CH:12][C:13]=1[OH:17])([CH3:21])([CH3:20])[CH3:19] |f:0.1.2.3|. Procedure: A suspension of 0.8 aluminum chloride in 50 mL of anhydrous methylene choloride is stirred under an anhydrous nitrogen atmosphere at 5°-15° C. while a solution of 17 g of 3-phenylphenol and 24 mL of t-butylchloride in 50 mL of anhydrous methylene chloride is added dropwise. The resultant mixture is stirred for 2 hours, then allowed to stand at room temperature for 12 hours. The reaction mixture is poured over 150 g of ice/water and shaken. The organic phase is separated and the aqueous remainder...